This data is from the Open Reaction Database (ORD), a public repository of structured organic reaction records. The task is: describe an organic reaction: reactants, conditions, products, and yield As a reaction SMILES: [C:48]([Br:49])([Br:50])([Br:51])[Br:52].[CH3:53][CH2:54][O:55][C:56](=[O:57])[CH3:58].[O:59]=[CH:60][N:61]([CH3:62])[CH3:63].[OH:1][CH2:2][c:3]1[cH:4][cH:5][c:6]([CH:18]=[CH:19][c:20]2[n:21][nH:22][c:23]3[cH:24][cH:25][cH:26][cH:27][c:28]23)[c:7]([NH:9][C:10](=[O:11])[c:12]2[s:13][cH:14][cH:15][c:16]2[CH3:17])[cH:8]1.[c:29]1([P:30]([c:31]2[cH:32][cH:33][cH:34][cH:35][cH:36]2)[c:37]2[cH:38][cH:39][cH:40][cH:41][cH:42]2)[cH:43][cH:44][cH:45][cH:46][cH:47]1>>[CH2:2]([c:3]1[cH:4][cH:5][c:6]([CH:18]=[CH:19][c:20]2[n:21][nH:22][c:23]3[cH:24][cH:25][cH:26][cH:27][c:28]23)[c:7]([NH:9][C:10](=[O:11])[c:12]2[s:13][cH:14][cH:15][c:16]2[CH3:17])[cH:8]1)[Br:49]. The product is Cc1ccsc1C(=O)Nc1cc(CBr)ccc1C=Cc1n[nH]c2ccccc12. The reactants are BrC(Br)(Br)Br, CCOC(C)=O, CN(C)C=O, Cc1ccsc1C(=O)Nc1cc(CO)ccc1C=Cc1n[nH]c2ccccc12, c1ccc(P(c2ccccc2)c2ccccc2)cc1. The reactants are COC1=CC=C(C=C1)C(C(=O)C1=CC=C(C=C1)OC)=O (1,2-bis(4-methoxyphenyl)ethane-1,2-dione), BrC=1C=C(C(=CC1)N)N (4-bromobenzene-1,2-diamine). The solvent is C(C)(=O)O (acetic acid). Yields the product BrC=1C=C2N=C(C(=NC2=CC1)C1=CC=C(C=C1)OC)C1=CC=C(C=C1)OC (6-bromo-2,3-bis(4-methoxyphenyl)quinoxaline). The yield is 47.5%. As a reaction SMILES: [CH3:1][O:2][C:3]1[CH:8]=[CH:7][C:6]([C:9](=O)[C:10]([C:12]2[CH:17]=[CH:16][C:15]([O:18][CH3:19])=[CH:14][CH:13]=2)=O)=[CH:5][CH:4]=1.[Br:21][C:22]1[CH:23]=[C:24]([NH2:29])[C:25]([NH2:28])=[CH:26][CH:27]=1>C(O)(=O)C>[Br:21][C:22]1[CH:23]=[C:24]2[C:25](=[CH:26][CH:27]=1)[N:28]=[C:9]([C:6]1[CH:7]=[CH:8][C:3]([O:2][CH3:1])=[CH:4][CH:5]=1)[C:10]([C:12]1[CH:17]=[CH:16][C:15]([O:18][CH3:19])=[CH:14][CH:13]=1)=[N:29]2. Reported procedure: A solution of 1,2-bis(4-methoxyphenyl)ethane-1,2-dione (540 mg, 2.00 mmol, 1.00 equiv) and 4-bromobenzene-1,2-diamine (380 mg, 2.03 mmol, 1.10 equiv) in acetic acid (5 mL) was stirred for 3 h at 130° C. in an oil bath, then quenched by the addition of water (30 mL). The solids were collected by filtration and washed with water (20 mL). The solid was dried in an oven under reduced pressure, yielding 400 mg (48%) of 6-bromo-2,3-bis(4-methoxyphenyl)quinoxaline as a brown solid. The reactants are COC(=O)C(C)(C)O[Si](C)(C)C(C)(C)C, CC(C)C[AlH]CC(C)C. Product: CC(C)(CO)O[Si](C)(C)C(C)(C)C. RXN SMILES: [C:1]([CH3:2])([CH3:3])([CH3:4])[Si:5]([O:6][C:7]([C:8](=[O:9])[O:10][CH3:11])([CH3:12])[CH3:13])([CH3:14])[CH3:15].[CH3:16][CH:17]([CH2:18][AlH:19][CH2:20][CH:21]([CH3:22])[CH3:23])[CH3:24]>>[C:1]([CH3:2])([CH3:3])([CH3:4])[Si:5]([O:6][C:7]([CH2:8][OH:9])([CH3:12])[CH3:13])([CH3:14])[CH3:15]. Reactants: COC(C1=CC=C(C=C1)C=O)=O (4-formyl-benzoic acid methyl ester), C(C)(C)[Mg]Cl (isopropylmagnesium chloride). Product: COC(C1=CC=C(C=C1)C(C(C)C)O)=O (Racemic 4-(1-Hydroxy-2-methyl-propyl)-benzoic acid methyl ester). RXN SMILES: [CH3:1][O:2][C:3](=[O:12])[C:4]1[CH:9]=[CH:8][C:7]([CH:10]=[O:11])=[CH:6][CH:5]=1.[CH:13]([Mg]Cl)([CH3:15])[CH3:14]>>[CH3:1][O:2][C:3](=[O:12])[C:4]1[CH:9]=[CH:8][C:7]([CH:10]([OH:11])[CH:13]([CH3:15])[CH3:14])=[CH:6][CH:5]=1. Procedure details: This compound is made from 4-formyl-benzoic acid methyl ester and isopropylmagnesium chloride following the general method exemplified in Preparation 1.